Dataset: the Open Reaction Database (ORD), a public repository of structured organic reaction records. Task: describe an organic reaction: reactants, conditions, products, and yield The reactants are CC(=O)O[BH-](OC(C)=O)OC(C)=O, ClCCl, NC(Cc1ccccc1)C(=O)N1CCN(C(c2ccc(F)cc2)c2ccc(F)cc2)CC1, [Na+], [Na+], O=C([O-])O, O=C1CCCCC1. Product: O=C(C(Cc1ccccc1)NC1CCCCC1)N1CCN(C(c2ccc(F)cc2)c2ccc(F)cc2)CC1. Reaction SMILES: [C:40]([O:41][BH-:42]([O:43][C:44](=[O:45])[CH3:46])[O:47][C:48](=[O:49])[CH3:50])(=[O:51])[CH3:52].[Cl:59][CH2:60][Cl:61].[NH2:1][CH:2]([C:3](=[O:4])[N:5]1[CH2:6][CH2:7][N:8]([CH:11]([c:12]2[cH:13][cH:14][c:15]([F:18])[cH:16][cH:17]2)[c:19]2[cH:20][cH:21][c:22]([F:25])[cH:23][cH:24]2)[CH2:9][CH2:10]1)[CH2:26][c:27]1[cH:28][cH:29][cH:30][cH:31][cH:32]1.[Na+:53].[Na+:58].[O-:54][C:55]([OH:56])=[O:57].[O:33]=[C:34]1[CH2:35][CH2:36][CH2:37][CH2:38][CH2:39]1>>[NH:1]([CH:2]([C:3](=[O:4])[N:5]1[CH2:6][CH2:7][N:8]([CH:11]([c:12]2[cH:13][cH:14][c:15]([F:18])[cH:16][cH:17]2)[c:19]2[cH:20][cH:21][c:22]([F:25])[cH:23][cH:24]2)[CH2:9][CH2:10]1)[CH2:26][c:27]1[cH:28][cH:29][cH:30][cH:31][cH:32]1)[CH:34]1[CH2:35][CH2:36][CH2:37][CH2:38][CH2:39]1. The reactants are CN(/C=C/C(=O)C1=CC=C(OCCCCN2C(C3=CC=CC=C3C2=O)=O)C=C1)C ((E)-2-[4-[4-[3-(dimethylamino)-1-oxo-2-propenyl]phenoxy]butyl]-1H-isoindole-1,3(2H)-dione), Cl (HCl), NN (hydrazine). Run in C(C)O (ethanol), C(C)O (ethanol). Yields the product hydrochloride salt, N1N=C(C=C1)C1=CC=C(OCCCCN)C=C1 (4-[4-(1H-Pyrazol-3-yl)phenoxy]butaneamine). RXN SMILES: C[N:2](C)/[CH:3]=[CH:4]/[C:5]([C:7]1[CH:28]=[CH:27][C:10]([O:11][CH2:12][CH2:13][CH2:14][CH2:15][N:16]2C(=O)C3C(=CC=CC=3)C2=O)=[CH:9][CH:8]=1)=O.[NH2:30]N.Cl>C(O)C>[NH:2]1[CH:3]=[CH:4][C:5]([C:7]2[CH:28]=[CH:27][C:10]([O:11][CH2:12][CH2:13][CH2:14][CH2:15][NH2:16])=[CH:9][CH:8]=2)=[N:30]1. Procedure: A suspension of 21.2 g of (E)-2-[4-[4-[3-(dimethylamino)-1-oxo-2-propenyl]phenoxy]butyl]-1H-isoindole-1,3(2H)-dione (Example 48) in 300 ml of boiling ethanol is treated with 6 ml of anhydrous hydrazine. A suspension quickly develops, necessitating addition of 200 ml more ethanol to permit stirring. While stirring 35 ml of concentrated HCl is then added, the mixture refluxed a further hour, and filtered hot. The insolubles are washed with 200 ml of boiling water. The combined filtrates are taken ... Solvent: CC[O-].[Na+] (NaOEt). Reaction SMILES: C([O:3]C(=O)CC#N)C.[CH2:9]([O:11][CH:12]=[CH:13][C:14](=O)[CH2:15][C:16]([O:18][CH2:19][CH3:20])=[O:17])[CH3:10].[K+].[Br-].[NH:24]1[CH:29]=[CH:28]C=C[C:25]1=[O:30]>CC[O-].[Na+]>[CH2:9]([O:11][C:12]([C:13]1[C:25](=[O:30])[NH:24][C:29]([CH3:28])=[C:15]([C:16]([O:18][CH2:19][CH3:20])=[O:17])[CH:14]=1)=[O:3])[CH3:10] |f:2.3,5.6|. Yields the product C(C)OC(=O)C=1C(NC(=C(C1)C(=O)OCC)C)=O (3,5-Bis-ethoxycarbonyl-6-methyl-2-pyridone). Procedure details: Ethylcyanoacetate (2.26 g, 0.02 mol) was added to a NaOEt solution (prepared from 0.46 g of sodium metal in 50 ml EtOH), followed by compound 1 (3.72 g, 0.02 mol). The solution was refluxed for 12 hours. Shiny, light-yellow crystals precipitated out after 18 hours of standing at room temperature. After decolorizing with Nuchar activated carbon, white crystals of 3,5-bis-ethoxycarbonyl-6-methyl-2-pyridone were obtained: 1.45 g, 29% yield; mp=195°-197° C.; NMR (DMSO-d6) δ 1.1-1.5 (t, 6H), 2.6 (s, ... Isolated yield 29.0%. The reactants are N1C(C=CC=C1)=O (pyridone), C(C)OC(CC#N)=O (Ethylcyanoacetate), C(C)OC=CC(CC(=O)OCC)=O (Ethyl ethoxymethyleneacetoacetate), [K+].[Br-] (KBr), ester. Starting materials: C(C)(C)(C)OC(=O)[C@H]1C[C@H]([C@@H](N1CC1=CC=CC=C1)C=C)CO ((±)-(2S,3R,5R)-1-benzyl-2-vinyl-3-(hydroxymethyl)-pyrrolidine-5-carboxylic acid t-butyl ester), [Si](C)(C)(C(C)(C)C)Cl (tert-butyldimethylsilyl chloride), N1C=NC=C1 (imidazole). The solvent is CN(C)C=O (DMF), C(C)(=O)OCC (ethyl acetate). The product is C(C)(C)(C)OC(=O)[C@H]1C[C@H]([C@@H](N1CC1=CC=CC=C1)C=C)CO[Si](C)(C)C(C)(C)C ((±)-(2S,3R,5R)-1-Benzyl-2-vinyl-3-(t-butyldimethylsilyloxymethyl)-pyrrolidine-5-carboxylic Acid t-Butyl Ester). As a reaction SMILES: [C:1]([O:5][C:6]([C@@H:8]1[N:12]([CH2:13][C:14]2[CH:19]=[CH:18][CH:17]=[CH:16][CH:15]=2)[C@@H:11]([CH:20]=[CH2:21])[C@H:10]([CH2:22][OH:23])[CH2:9]1)=[O:7])([CH3:4])([CH3:3])[CH3:2].[Si:24](Cl)([C:27]([CH3:30])([CH3:29])[CH3:28])([CH3:26])[CH3:25].N1C=CN=C1>CN(C=O)C.C(OCC)(=O)C>[C:1]([O:5][C:6]([C@@H:8]1[N:12]([CH2:13][C:14]2[CH:15]=[CH:16][CH:17]=[CH:18][CH:19]=2)[C@@H:11]([CH:20]=[CH2:21])[C@H:10]([CH2:22][O:23][Si:24]([C:27]([CH3:30])([CH3:29])[CH3:28])([CH3:26])[CH3:25])[CH2:9]1)=[O:7])([CH3:4])([CH3:3])[CH3:2]. Procedure details: A solution of (±)-(2S,3R,5R)-1-benzyl-2-vinyl-3-(hydroxymethyl)-pyrrolidine-5-carboxylic acid t-butyl ester (3.6 g, 11.4 mmole), tert-butyldimethylsilyl chloride (3.7 g, 24.5 mmole) and imidazole (2.8 g, 41.2 mmole) in 60 mL of DMF was stirred at room temperature for 1.5 hours. The reaction was diluted with ethyl acetate, washed with water and brine, dried over MgSO4, and concentrated in vacuo. The residue was purified by chromatography on silica gel using 5% ethyl acetate/hexanes to provide the... The reactants are [OH-].[K+] (potassium hydroxide), ClC=1C=C2CCC(C2=CC1C1CCCCC1)C=NO (5-chloro-6-cyclohexyl-indane-1-aldoxime), C(CO)O (ethylene glycol). Reaction conditions: temperature 190 celsius, time 3 hour. Product: ClC=1C=C2CCC(C2=CC1C1CCCCC1)C(=O)O (5-chloro-6-cyclohexyl-1-indanecarboxylic acid). Reaction SMILES: [OH-:1].[K+].[Cl:3][C:4]1[CH:5]=[C:6]2[C:10](=[CH:11][C:12]=1[CH:13]1[CH2:18][CH2:17][CH2:16][CH2:15][CH2:14]1)C(C=NO)[CH2:8][CH2:7]2.[CH2:22]([OH:25])[CH2:23]O>>[Cl:3][C:4]1[CH:5]=[C:6]2[C:10](=[CH:11][C:12]=1[CH:13]1[CH2:14][CH2:15][CH2:16][CH2:17][CH2:18]1)[CH:23]([C:22]([OH:25])=[O:1])[CH2:8][CH2:7]2 |f:0.1|. Reported procedure: 600 mg of finely powdered potassium hydroxide are added to a suspension of 500 mg of crude 5-chloro-6-cyclohexyl-indane-1-aldoxime in 20 ml of ethylene glycol and the mixture is stirred for 3 hours at 190° C under nitrogen. It is then cooled to room temperature and the reaction mixture is partitioned between 50 ml of ether and 50 ml of water. The aqueous layer is twice washed with 50 ml of ether at a time. The organic phases are extracted with 50 ml of water and the aqueous phases are adjusted t... The solvent is ClCCl (dichloromethane), ClCCl (dichloromethane). Product: ClCCCS(=O)(=O)OCC([C@H](C(=O)O[C@H](C)C1=CC=CC=C1)OCC1=CC=C(C=C1)OC)(C)C ((1R)-1-Phenylethyl (2R)-4-[(3-chloropropyl)sulfonyloxy]-2-[(4-methoxyphenyl)methoxy]-3,3-dimethylbutanoate). The reactants are carboxylic esters, carboxylic acids, ClCCCS(=O)(=O)OCC([C@H](C(=O)O)OCC1=CC=C(C=C1)OC)(C)C ((2R)-4-[(3-Chloropropyl)sulfonyloxy]-2-[(4-methoxyphenyl)methoxy]-3,3-dimethylbutanoic acid), C(C(=O)Cl)(=O)Cl (oxalyl chloride), C1(=CC=CC=C1)[C@@H](C)O ((R)-(+)-1-phenylethanol), N1=CC=CC=C1 (pyridine), acid chloride. Procedure details: Following the general procedure for the preparation of carboxylic esters from carboxylic acids of Description 15, (2R)-4-[(3-chloropropyl)sulfonyloxy]-2-[(4-methoxyphenyl)methoxy]-3,3-dimethylbutanoic acid (13) (0.50 g, 1.2 mmol) dissolved in 20 mL of anhydrous dichloromethane (DCM) was reacted with 0.7 mL (1.4 mmol) of oxalyl chloride (2.0 M in DCM). After completion of the reaction, a solution of 0.28 mL of (R)-(+)-1-phenylethanol (0.40 g, 3.3 mmol) and 0.28 mL of pyridine (0.26 g, 3.3 mmol) i... RXN SMILES: [Cl:1][CH2:2][CH2:3][CH2:4][S:5]([O:8][CH2:9][C:10]([CH3:26])([CH3:25])[C@@H:11]([O:15][CH2:16][C:17]1[CH:22]=[CH:21][C:20]([O:23][CH3:24])=[CH:19][CH:18]=1)[C:12]([OH:14])=[O:13])(=[O:7])=[O:6].C(Cl)(=O)C(Cl)=O.[C:33]1([C@H:39](O)[CH3:40])[CH:38]=[CH:37][CH:36]=[CH:35][CH:34]=1.N1C=CC=CC=1>ClCCl>[Cl:1][CH2:2][CH2:3][CH2:4][S:5]([O:8][CH2:9][C:10]([CH3:26])([CH3:25])[C@@H:11]([O:15][CH2:16][C:17]1[CH:22]=[CH:21][C:20]([O:23][CH3:24])=[CH:19][CH:18]=1)[C:12]([O:14][C@@H:39]([C:33]1[CH:38]=[CH:37][CH:36]=[CH:35][CH:34]=1)[CH3:40])=[O:13])(=[O:7])=[O:6]. The yield is 68.2%. RXN SMILES: C([N:8]1[CH2:13][CH2:12][CH:11]([N:14]2[C:18]3[CH:19]=[CH:20][CH:21]=[CH:22][C:17]=3[N:16]=[CH:15]2)[CH2:10][CH2:9]1)C1C=CC=CC=1.C([O-])=O.[NH4+]>CO.[Pd]>[NH:8]1[CH2:9][CH2:10][CH:11]([N:14]2[C:18]3[CH:19]=[CH:20][CH:21]=[CH:22][C:17]=3[N:16]=[CH:15]2)[CH2:12][CH2:13]1 |f:1.2|. Isolated yield 118.2%. Reagents/catalysts: [Pd] (palladium on carbon). Reported procedure: To a solution of 196 mg of 1-(1-benzyl-piperidin-4-yl)-1-H-benzoimidazole (from Step B) in 10 mL of CH3OH was added 200 mg 10% palladium on carbon and 200 mg ammonium formate. After the reaction was refluxed for 4 hours, the mixture was cooled down to room temperature, filtered through Celite and washed with CH3OH. The filtrate was concentrated under reduced pressure to give 160 mg of the title compound as oil. 1H NMR (400 MHz, CD3OD): δ2.13(m, 4H), 2.92(m, 2H), 3.27(m, 2H), 4.56(m, 1H), 7.28(m,... The solvent is CO (CH3OH). Starting materials: C(C1=CC=CC=C1)N1CCC(CC1)N1C=NC2=C1C=CC=C2 (1-(1-Benzyl-piperidin-4-yl)-1-H-benzoimidazole), C(=O)[O-].[NH4+] (ammonium formate). The product is N1CCC(CC1)N1C=NC2=C1C=CC=C2 (1-Piperidin-4-yl-1-H-benzoimidazole). Reactants: O=C([O-])O, [K+], Cc1cc(S)nc2c(C(=O)O)cnn12. Product: Cc1cc(S)nc2ccnn12. RXN SMILES: [C:15](=[O:16])([O-:17])[OH:18].[K+:19].[SH:1][c:2]1[n:3][c:4]2[n:5]([c:6]([CH3:8])[cH:7]1)[n:9][cH:10][c:11]2[C:12]([OH:13])=[O:14]>>[SH:1][c:2]1[n:3][c:4]2[n:5]([c:6]([CH3:8])[cH:7]1)[n:9][cH:10][cH:11]2. The reactants are C(C1=CC=CC=C1)N1[C@@H]([C@H](C[C@H](C1)O)C(=O)OC)C(=O)OCC1=CC=CC=C1 (2-benzyl 3-methyl(2S,3S,5R)-1-benzyl-5-hydroxypiperidine-2,3-dicarboxylate), [H][H] (hydrogen). Reagents/catalysts: [Pd] (Pd/C). Solvent: CO (methanol). Yields the product O[C@@H]1C[C@@H]([C@H](NC1)C(=O)O)C(=O)OC ((2S,3S,5R)-5-hydroxy-3-(methoxycarbonyl)piperidine-2-carboxylic acid). As a reaction SMILES: C([N:8]1[CH2:13][C@H:12]([OH:14])[CH2:11][C@H:10]([C:15]([O:17][CH3:18])=[O:16])[C@H:9]1[C:19]([O:21]CC1C=CC=CC=1)=[O:20])C1C=CC=CC=1.[H][H]>CO.[Pd]>[OH:14][C@H:12]1[CH2:13][NH:8][C@H:9]([C:19]([OH:21])=[O:20])[C@@H:10]([C:15]([O:17][CH3:18])=[O:16])[CH2:11]1. Reported procedure: A mixture of 2-benzyl 3-methyl(2S,3S,5R)-1-benzyl-5-hydroxypiperidine-2,3-dicarboxylate (1.00 g, 0.00261 mol) in 10 mL of methanol was hydrogenated in the presence of 10% Pd/C, under a balloon pressure of hydrogen, for 3 h. After filtered off the catalyst, the filtration was concentrated to dry in vacuo and used directly in next step. MS (ESI): (M+H)+=204.0.